From a dataset of the Open Reaction Database (ORD), a public repository of structured organic reaction records. describe an organic reaction: reactants, conditions, products, and yield Reactants: [N+](=O)([O-])C=1C=C(C(=O)O)C=C(C1)[N+](=O)[O-] (3,5-dinitrobenzoic acid), OC=1C=C(C(=O)OCCCCCCCl)C=C(C1)O (6-chlorohexyl 3,5-dihydroxybenzoate), 1,8-diazabicyclo[5.4.0]undec-7-ene(1,5-5). The reagents and catalysts are [I-].C(CCC)[N+](CCCC)(CCCC)CCCC (tetrabutylammonium iodide). The solvent is CN(C=O)C (N,N-dimethylformamide), CN(C=O)C (N,N-dimethylformamide). Conditions: temperature 84 celsius. Product: OC=1C=C(C(=O)OCCCCCCOC(C2=CC(=CC(=C2)[N+](=O)[O-])[N+](=O)[O-])=O)C=C(C1)O (6-[(3,5-dinitrobenzoyl)oxy]hexyl 3,5-dihydroxybenzoate). The yield is 62.6%. RXN SMILES: [N+:1]([C:4]1[CH:5]=[C:6]([CH:10]=[C:11]([N+:13]([O-:15])=[O:14])[CH:12]=1)[C:7]([OH:9])=[O:8])([O-:3])=[O:2].[OH:16][C:17]1[CH:18]=[C:19]([CH:30]=[C:31]([OH:33])[CH:32]=1)[C:20]([O:22][CH2:23][CH2:24][CH2:25][CH2:26][CH2:27][CH2:28]Cl)=[O:21]>CN(C)C=O.[I-].C([N+](CCCC)(CCCC)CCCC)CCC>[OH:16][C:17]1[CH:18]=[C:19]([CH:30]=[C:31]([OH:33])[CH:32]=1)[C:20]([O:22][CH2:23][CH2:24][CH2:25][CH2:26][CH2:27][CH2:28][O:8][C:7](=[O:9])[C:6]1[CH:5]=[C:4]([N+:1]([O-:3])=[O:2])[CH:12]=[C:11]([N+:13]([O-:15])=[O:14])[CH:10]=1)=[O:21] |f:3.4|. Procedure details: 1.960 g (9.2 mmol) 3,5-dinitrobenzoic acid was suspended in 10 ml N,N-dimethylformamide. 1.407 g (9.2 mmol) 1,8-diazabicyclo[5.4.0]undec-7-ene(1,5-5) (DBU) were added dropwise over a period of 10 minutes, and 0.708 g (1.9 mmol) tetrabutylammonium iodide were added. A solution of 2.3 g (8.2 mmol) 6-chlorohexyl 3,5-dihydroxybenzoate and 15 ml N,N-dimethylformamide were added and the resulting mixture was then heated to 84° C. for 22 hours. The reaction mixture was cooled and then partitioned betwe...